The task is: describe an organic reaction: reactants, conditions, products, and yield. This data is from the Open Reaction Database (ORD), a public repository of structured organic reaction records. Product: COCOC1=CC=C2C(C(C(OC2=C1)=O)(C)C1=CC=C(C=C1)OCOC)CC=C ((3RS,4RS)-7-methoxymethoxy-3-(4-methoxymethoxyphenyl)-3-methyl-4-(2-propenyl)chroman-2-one). The solvent is O1CCCC1 (tetrahydrofuran), O1CCCC1 (tetrahydrofuran). Yield: 90.8%. As a reaction SMILES: C[Si](C)(C)[N-][Si](C)(C)C.[Li+].[CH3:11][O:12][CH2:13][O:14][C:15]1[CH:24]=[C:23]2[C:18]([CH:19]([CH2:36][CH:37]=[CH2:38])[CH:20]([C:26]3[CH:31]=[CH:30][C:29]([O:32][CH2:33][O:34][CH3:35])=[CH:28][CH:27]=3)[C:21](=[O:25])[O:22]2)=[CH:17][CH:16]=1.[CH3:39]I>O1CCCC1>[CH3:11][O:12][CH2:13][O:14][C:15]1[CH:24]=[C:23]2[C:18]([CH:19]([CH2:36][CH:37]=[CH2:38])[C:20]([C:26]3[CH:31]=[CH:30][C:29]([O:32][CH2:33][O:34][CH3:35])=[CH:28][CH:27]=3)([CH3:39])[C:21](=[O:25])[O:22]2)=[CH:17][CH:16]=1 |f:0.1|. The reactants are CI (methyl iodide), solution, C[Si]([N-][Si](C)(C)C)(C)C.[Li+] (lithium hexamethyl-disilazide), COCOC1=CC=C2C(C(C(OC2=C1)=O)C1=CC=C(C=C1)OCOC)CC=C (7-methoxymethoxy-3-(4-methoxymethoxyphenyl)-4-(2-propenyl)chroman-2-one). Procedure: A 1M solution of lithium hexamethyl-disilazide in tetrahydrofuran (170 ml) was added dropwise to a solution of 7-methoxymethoxy-3-(4-methoxymethoxyphenyl)-4-(2-propenyl)chroman-2-one (32.70 g) in anhydrous tetrahydrofuran (400 ml) at −73° C. over 15 minutes under nitrogen atmosphere, followed by stirring for 30 minutes at −10° C. The reaction mixture was cooled to −75° C. and methyl iodide (10.6 ml) was added dropwise thereto over 10 minutes, followed by stirring for 10 minutes at −75° C., for 1... Run at temperature -10 celsius, time 30 minute. Reactants: CC(=O)O, COc1ccc(CC(=O)O)cc1OC, O=[N+]([O-])O. Yields the product COc1cc(CC(=O)O)c([N+](=O)[O-])cc1OC. RXN SMILES: [CH3:19][C:20](=[O:21])[OH:22].[CH3:1][O:2][c:3]1[cH:4][c:5]([CH2:11][C:12](=[O:13])[OH:14])[cH:6][cH:7][c:8]1[O:9][CH3:10].[OH:15][N+:16]([O-:17])=[O:18]>>[CH3:1][O:2][c:3]1[cH:4][c:5]([CH2:11][C:12](=[O:13])[OH:14])[c:6]([N+:16](=[O:15])[O-:17])[cH:7][c:8]1[O:9][CH3:10]. The reactants are S(O)(O)(=O)=O (sulfuric acid), NC(C#N)C1=C(C=C(C(=C1)OC)Cl)F (2-amino-2-(4-chloro-2-fluoro-5-methoxyphenyl)acetonitrile), O.N (ammonia water). Solvent: O (water). Conditions: time 3 hour. The product is NC(C(=O)N)C1=C(C=C(C(=C1)OC)Cl)F (2-amino-2-(4-chloro-2-fluoro-5-methoxyphenyl)acetamide). Yield: 68.0%. Reaction SMILES: S(=O)(=O)(O)O.[NH2:6][CH:7]([C:10]1[CH:15]=[C:14]([O:16][CH3:17])[C:13]([Cl:18])=[CH:12][C:11]=1[F:19])[C:8]#[N:9].[OH2:20].N>O>[NH2:6][CH:7]([C:10]1[CH:15]=[C:14]([O:16][CH3:17])[C:13]([Cl:18])=[CH:12][C:11]=1[F:19])[C:8]([NH2:9])=[O:20] |f:2.3|. Reported procedure: Then, 3.6 g of concentrated sulfuric acid was added to 0.33 g of water, to which 3.6 g of 2-amino-2-(4-chloro-2-fluoro-5-methoxyphenyl)acetonitrile was added under ice cooling, and the mixture was heated at 50° to 60° C. under stirring for 3 hours. After completion of the reaction, the reaction mixture was poured into 15 ml of concentrated ammonia water cooled with ice in such a manner that the temperature of the solution became not higher than 20° C. The precipitated crystals were collected by ... The reactants are CC1=C(C=C(CNN)C=C1)C(F)(F)F (4-methyl-3-trifluoromethylbenzylhydrazine), C(C)OC(C=C(OCC)N)=O (β-amino-β-ethoxyacrylic acid ethyl ester), C1(=CC=C(C=C1)S(=O)(=O)O)C (p-toluenesulphonic acid). Run in C(C)O (ethanol). Reaction conditions: time 8 hour. The product is NC=1NN(C(C1)=O)CC1=CC(=C(C=C1)C)C(F)(F)F (3-Amino-1-(3-trifluoromethyl-4-methylbenzyl)-pyrazol-5-one). Reaction SMILES: [CH3:1][C:2]1[CH:10]=[CH:9][C:5]([CH2:6][NH:7][NH2:8])=[CH:4][C:3]=1[C:11]([F:14])([F:13])[F:12].C([O:17][C:18](=O)[CH:19]=[C:20]([NH2:24])OCC)C.C1(C)C=CC(S(O)(=O)=O)=CC=1>C(O)C>[NH2:24][C:20]1[NH:8][N:7]([CH2:6][C:5]2[CH:9]=[CH:10][C:2]([CH3:1])=[C:3]([C:11]([F:12])([F:13])[F:14])[CH:4]=2)[C:18](=[O:17])[CH:19]=1. Reported procedure: 34 g of 4-methyl-3-trifluoromethylbenzylhydrazine were added dropwise, under nitrogen, to a solution of 26.5 g of β-amino-β-ethoxyacrylic acid ethyl ester and a pinch of p-toluenesulphonic acid in 100 ml of ethanol. After stirring overnight, the compound identified above, which had precipitated, was filtered off and recrystallised from ethanol. Melting point: 103°, 20 g (44%). Solvent: O (water). The reactants are CC1(OB(OC1(C)C)C1=CC=2C3=CC=CC=C3C3=CC=CC=C3C2C=C1)C (4,4,5,5-tetramethyl-2-(triphenylen-2-yl)-1,3,2-dioxaborolane), BrC1=CC2=C(SC3=C2C=C(C=C3)Br)C=C1 (2,8-dibromodibenzothiophene), C1(CCCCC1)P(C1=C(C=CC=C1)C1=C(C=CC=C1OC)OC)C1CCCCC1 (2-dicyclohexylphosphino-2′,6′-dimethoxybiphenyl), C1(=CC=CC=C1)C (toluene). Reagents/catalysts: C=1C=CC(=CC1)/C=C/C(=O)/C=C/C2=CC=CC=C2.C=1C=CC(=CC1)/C=C/C(=O)/C=C/C2=CC=CC=C2.C=1C=CC(=CC1)/C=C/C(=O)/C=C/C2=CC=CC=C2.[Pd].[Pd] (Pd2(dba)3). Procedure: 2.25 g (6.3 mmol) of 4,4,5,5-tetramethyl-2-(triphenylen-2-yl)-1,3,2-dioxaborolane, 0.92 g (2.7 mmol) of 2,8-dibromodibenzothiophene, 0.12 g (0.14 mmol) of Pd2(dba)3, 0.22 g (0.53 mmol) of 2-dicyclohexylphosphino-2′,6′-dimethoxybiphenyl, 3.4 g (16.0 mmol) of K3PO4100, mL of toluene and 10 mL of water were charged in a 250 mL round bottom flask. The reaction mixture was purged with nitrogen for 20 min and then heated up to reflux for overnight with stirring. The reaction mixture was cooled and fil... Reaction SMILES: CC1(C)C(C)(C)OB([C:9]2[CH:26]=[CH:25][C:24]3[C:23]4[C:18](=[CH:19][CH:20]=[CH:21][CH:22]=4)[C:17]4[C:12](=[CH:13][CH:14]=[CH:15][CH:16]=4)[C:11]=3[CH:10]=2)O1.Br[C:29]1[CH:42]=[CH:41][C:32]2[S:33][C:34]3[CH:39]=[CH:38][C:37](Br)=[CH:36][C:35]=3[C:31]=2[CH:30]=1.C1(P(C2CCCCC2)[C:50]2[CH:55]=[CH:54][CH:53]=[CH:52][C:51]=2[C:56]2C(OC)=[CH:60][CH:59]=[CH:58][C:57]=2OC)CCCCC1.[C:72]1([CH3:78])[CH:77]=[CH:76][CH:75]=[CH:74][CH:73]=1>C1C=CC(/C=C/C(/C=C/C2C=CC=CC=2)=O)=CC=1.C1C=CC(/C=C/C(/C=C/C2C=CC=CC=2)=O)=CC=1.C1C=CC(/C=C/C(/C=C/C2C=CC=CC=2)=O)=CC=1.[Pd].[Pd].O>[CH:19]1[C:18]2[C:17]3[C:12](=[CH:13][CH:14]=[CH:15][CH:16]=3)[C:11]3[C:24](=[CH:25][CH:26]=[CH:9][CH:10]=3)[C:23]=2[CH:22]=[CH:21][C:20]=1[C:29]1[CH:42]=[CH:41][C:32]2[S:33][C:34]3[CH:39]=[CH:38][C:37]([C:74]4[CH:75]=[CH:76][C:77]5[C:52]6[C:51](=[CH:50][CH:55]=[CH:54][CH:53]=6)[C:56]6[C:78](=[CH:60][CH:59]=[CH:58][CH:57]=6)[C:72]=5[CH:73]=4)=[CH:36][C:35]=3[C:31]=2[CH:30]=1 |f:4.5.6.7.8|. Product: C1=C(C=CC=2C3=CC=CC=C3C3=CC=CC=C3C12)C1=CC2=C(SC3=C2C=C(C=C3)C3=CC=2C4=CC=CC=C4C4=CC=CC=C4C2C=C3)C=C1 (2,8-di(triphenylen-2-yl)dibenzothiophene). Yield: 94.0%. The reactants are N[C@@H](CN1N=C(C=C1)C1=C(C(=C(C#N)C=C1)Cl)C)CC ((R)-4-(1-(2-aminobutyl)-1H-pyrazol-3-yl)-2-chloro-3-methylbenzonitrile), C(C)(=O)C=1SC=C(N1)C(=O)O (2-acetylthiazole-4-carboxylic acid). The product is C(C)(=O)C=1SC=C(N1)C(=O)N[C@@H](CN1N=C(C=C1)C1=C(C(=C(C=C1)C#N)Cl)C)CC ((R)-2-acetyl-N-(1-(3-(3-chloro-4-cyano-2-methylphenyl)-1H-pyrazol-1-yl)-butan-2-yl)thiazole-4-carboxamide). The yield is 11.4%. As a reaction SMILES: [NH2:1][C@H:2]([CH2:19][CH3:20])[CH2:3][N:4]1[CH:8]=[CH:7][C:6]([C:9]2[CH:16]=[CH:15][C:12]([C:13]#[N:14])=[C:11]([Cl:17])[C:10]=2[CH3:18])=[N:5]1.[C:21]([C:24]1[S:25][CH:26]=[C:27]([C:29](O)=[O:30])[N:28]=1)(=[O:23])[CH3:22]>>[C:21]([C:24]1[S:25][CH:26]=[C:27]([C:29]([NH:1][C@H:2]([CH2:19][CH3:20])[CH2:3][N:4]2[CH:8]=[CH:7][C:6]([C:9]3[CH:16]=[CH:15][C:12]([C:13]#[N:14])=[C:11]([Cl:17])[C:10]=3[CH3:18])=[N:5]2)=[O:30])[N:28]=1)(=[O:23])[CH3:22]. Procedure details: (R)-2-acetyl-N-(1-(3-(3-chloro-4-cyano-2-methylphenyl)-1H-pyrazol-1-yl)-butan-2-yl)thiazole-4-carboxamide was prepared using the method of Example 34(d) starting from (R)-4-(1-(2-aminobutyl)-1H-pyrazol-3-yl)-2-chloro-3-methylbenzonitrile (489 mg, 1.355 mmol) and 2-acetylthiazole-4-carboxylic acid (278 mg, 1.626 mmol). The product was purified by Flash-chromatography. Yield 11.4%. 1H-NMR (400 MHz; CDCl3): δ 1.05 (t, 3H), 1.56-1.67 (m, 2H), 2.53 (s, 3H), 2.53 (s, 3H), 4.36-4.52 (m, 3H), 6.42 (d, 1... Solvent: CN(C)C=O (DMF). Isolated yield 97.9%. Run at temperature 90 celsius, time 10 minute. Reaction SMILES: [CH3:1][O:2][C:3](=[O:38])[C:4]([O:7][C:8]1[CH:13]=[CH:12][C:11]([O:14][CH2:15][CH2:16][CH:17]([NH:23][C:24]([C:26]2[CH:31]=[CH:30][C:29]([C:32]3[CH:37]=[CH:36][CH:35]=[CH:34][CH:33]=3)=[CH:28][CH:27]=2)=[O:25])[C:18](=O)[CH2:19][CH2:20][CH3:21])=[CH:10][CH:9]=1)([CH3:6])[CH3:5].P(Cl)(Cl)(Cl)=O.O.[OH-].[Na+]>CN(C=O)C>[CH3:1][O:2][C:3](=[O:38])[C:4]([O:7][C:8]1[CH:13]=[CH:12][C:11]([O:14][CH2:15][CH2:16][C:17]2[N:23]=[C:24]([C:26]3[CH:31]=[CH:30][C:29]([C:32]4[CH:33]=[CH:34][CH:35]=[CH:36][CH:37]=4)=[CH:28][CH:27]=3)[O:25][C:18]=2[CH2:19][CH2:20][CH3:21])=[CH:10][CH:9]=1)([CH3:6])[CH3:5] |f:3.4|. Reactants: [OH-].[Na+] (NaOH), COC(C(C)(C)OC1=CC=C(C=C1)OCCC(C(CCC)=O)NC(=O)C1=CC=C(C=C1)C1=CC=CC=C1)=O (2-(4-{3-[(biphenyl-4-carbonyl)-amino]-4-oxo-heptyloxy}-phenoxy)-2-methyl-propionic acid methyl ester), P(=O)(Cl)(Cl)Cl (phosphorus oxychloride), O (water), ethyl acetate hexanes. Product: COC(C(C)(C)OC1=CC=C(C=C1)OCCC=1N=C(OC1CCC)C1=CC=C(C=C1)C1=CC=CC=C1)=O (2-{4-[2-(2-Biphenyl-4-yl-5-propyl-oxazol-4-yl)-ethoxy]-phenoxy}-2-methyl-propionic acid methyl ester). Procedure: A sample of 2-(4-{3-[(biphenyl-4-carbonyl)-amino]-4-oxo-heptyloxy}-phenoxy)-2-methyl-propionic acid methyl ester (514 mg, 0.99 mmol) was dissolved in 6 mL of dry DMF followed by addition of phosphorus oxychloride (0.28 mL, 2.88 mmol, 3 equiv.). The mixture was heated at 90° C. for 20 minutes under a nitrogen atmosphere. The reaction mixture was then allowed to cool to room temperature followed by addition of cold water (10 mL) and additional stirring for 10 minutes. Sufficient 1.0 N NaOH was the... Starting materials: Cc1cn(-c2nc(C(=O)CC(=O)Nc3cc(-c4ccccc4F)ccc3NC(=O)OC(C)(C)C)cs2)cn1, ClCCl, O=C(O)C(F)(F)F. Product: Cc1cn(-c2nc(C3=Nc4ccc(-c5ccccc5F)cc4NC(=O)C3)cs2)cn1. As a reaction SMILES: [C:1]([O:2][C:3](=[O:4])[NH:7][c:8]1[c:9]([NH:21][C:22]([CH2:23][C:24](=[O:5])[c:26]2[n:27][c:28](-[n:31]3[cH:32][n:33][c:34]([CH3:36])[cH:35]3)[s:29][cH:30]2)=[O:37])[cH:10][c:11](-[c:14]2[c:15]([F:20])[cH:16][cH:17][cH:18][cH:19]2)[cH:12][cH:13]1)([CH3:6])([CH3:25])[CH3:38].[Cl:46][CH2:47][Cl:48].[F:39][C:40]([F:41])([F:42])[C:43]([OH:44])=[O:45]>>[N:7]1=[C:24]([c:26]2[n:27][c:28](-[n:31]3[cH:32][n:33][c:34]([CH3:36])[cH:35]3)[s:29][cH:30]2)[CH2:23][C:22](=[O:37])[NH:21][c:9]2[c:8]1[cH:13][cH:12][c:11](-[c:14]1[c:15]([F:20])[cH:16][cH:17][cH:18][cH:19]1)[cH:10]2.